This data is from the Open Reaction Database (ORD), a public repository of structured organic reaction records. The task is: describe an organic reaction: reactants, conditions, products, and yield Reactants: CO, [N-]=[N+]=[N-], CCCCC(N=[N+]=[N-])C(Cc1ccccc1)NC(=O)c1cc(NCC2CC2C)nc(N(C)S(C)(=O)=O)c1. Product: CCCCC(N)C(Cc1ccccc1)NC(=O)c1cc(NCC2CC2C)nc(N(C)S(C)(=O)=O)c1. Reaction SMILES: [CH3:41][OH:42].[N-:1]=[N+:2]=[N-:3].[N:4](=[N+:5]=[N-:6])[CH:7]([CH:8]([CH2:9][c:10]1[cH:11][cH:12][cH:13][cH:14][cH:15]1)[NH:16][C:17]([c:18]1[cH:19][c:20]([NH:30][CH2:31][CH:32]2[CH:33]([CH3:35])[CH2:34]2)[n:21][c:22]([N:24]([S:25](=[O:26])(=[O:27])[CH3:28])[CH3:29])[cH:23]1)=[O:36])[CH2:37][CH2:38][CH2:39][CH3:40]>>[NH2:4][CH:7]([CH:8]([CH2:9][c:10]1[cH:11][cH:12][cH:13][cH:14][cH:15]1)[NH:16][C:17]([c:18]1[cH:19][c:20]([NH:30][CH2:31][CH:32]2[CH:33]([CH3:35])[CH2:34]2)[n:21][c:22]([N:24]([S:25](=[O:26])(=[O:27])[CH3:28])[CH3:29])[cH:23]1)=[O:36])[CH2:37][CH2:38][CH2:39][CH3:40]. The reactants are ClC1=NC=C(C(=O)NC2=C(C=CC=C2)NC(OC(C)(C)C)=O)C=C1 (tert-Butyl 2-(6-chloronicotinamido)phenylcarbamate), N[C@@H]1CNCC1 (3-(S)(−)aminopyrrolidine). Solvent: CS(=O)C (DMSO), O (water). Conditions: time 16 hour. The product is N[C@@H]1CN(CC1)C1=NC=C(C(=O)NC2=C(C=CC=C2)NC(OC(C)(C)C)=O)C=C1 ((S)-tert-Butyl 2-(6-(3-aminopyrrolidin-1-yl)nicotinamido)phenylcarbamate). The yield is 85.7%. As a reaction SMILES: Cl[C:2]1[CH:24]=[CH:23][C:5]([C:6]([NH:8][C:9]2[CH:14]=[CH:13][CH:12]=[CH:11][C:10]=2[NH:15][C:16](=[O:22])[O:17][C:18]([CH3:21])([CH3:20])[CH3:19])=[O:7])=[CH:4][N:3]=1.[NH2:25][C@H:26]1[CH2:30][CH2:29][NH:28][CH2:27]1>CS(C)=O.O>[NH2:25][C@H:26]1[CH2:30][CH2:29][N:28]([C:2]2[CH:24]=[CH:23][C:5]([C:6]([NH:8][C:9]3[CH:14]=[CH:13][CH:12]=[CH:11][C:10]=3[NH:15][C:16](=[O:22])[O:17][C:18]([CH3:21])([CH3:20])[CH3:19])=[O:7])=[CH:4][N:3]=2)[CH2:27]1. Reported procedure: A solution of compound 94 (1.00 g, 2.88 mmol) and 3-(S)(−)aminopyrrolidine (495 mg, 5.75 mmol) in DMSO (5 ml) was heated to 80° C. for 3 h. The reaction mixture was cooled to room temperature and stirred for an additional 16 h and diluted with water. The aqueous solution was extracted with AcOEt/dichloromethane mixture, washed with saturated aqueous NaHCO3 and brine, dried over MgSO4, filtered and concentrated in vacuo to afford the title compound 153 as an orange solid (981 mg, 86% yield). 1H N...